From a dataset of the Open Reaction Database (ORD), a public repository of structured organic reaction records. describe an organic reaction: reactants, conditions, products, and yield Starting materials: C(C)(=O)OCC (ethyl acetate), C1=C(C=CC2=CC=CC=C12)C1CCNCC1 (4-(naphthalen-2-yl)piperidine), CC(=O)C1=CC2=C(O1)C=CC=C2 (benzo(b)furan-2-yl methyl ketone), C(\C=C/C(=O)O)(=O)O (maleic acid). Product: C(\C=C/C(=O)O)(=O)O.CC(=O)C1=CC2=C(O1)C=CC=C2OC[C@H](CN2CCC(CC2)C2=CC1=CC=CC=C1C=C2)O ((S)-4-(2-hydroxy-3-(4-(naphthalen-2-yl)piperidino)propyloxy)benzo(b)furan-2-yl methyl ketone maleate). As a reaction SMILES: [CH:1]1[C:10]2[C:5](=[CH:6][CH:7]=[CH:8][CH:9]=2)[CH:4]=[CH:3][C:2]=1[CH:11]1[CH2:16][CH2:15][NH:14][CH2:13][CH2:12]1.[CH3:17][C:18]([C:20]1[O:24][C:23]2[CH:25]=[CH:26][CH:27]=[CH:28][C:22]=2[CH:21]=1)=[O:19].[C:29]([OH:36])(=[O:35])/[CH:30]=[CH:31]\[C:32]([OH:34])=[O:33].C([O:40][CH2:41][CH3:42])(=O)C>>[C:29]([OH:36])(=[O:35])/[CH:30]=[CH:31]\[C:32]([OH:34])=[O:33].[CH3:17][C:18]([C:20]1[O:24][C:23]2[CH:25]=[CH:26][CH:27]=[C:28]([O:33][CH2:32][C@@H:41]([OH:40])[CH2:42][N:14]3[CH2:15][CH2:16][CH:11]([C:2]4[CH:3]=[CH:4][C:5]5[C:10](=[CH:9][CH:8]=[CH:7][CH:6]=5)[CH:1]=4)[CH2:12][CH2:13]3)[C:22]=2[CH:21]=1)=[O:19] |f:4.5|. Procedure details: By the reactions in the same manner as in Example 3 using (S)-4-glycidyloxybenzo(b)furan-2-yl methyl ketone (0.52 g) obtained in Starting Material Synthesis Example 71 and 4-(naphthalen-2-yl)piperidine (0.47 g), (S)-4-(2-hydroxy-3-(4-naphthalen-2-yl)piperidino)propyloxy)benzo(b)furan-2-yl methyl ketone (0.87 g) was obtained as a brown oil. This was dissolved in ethyl acetate and maleic acid (0.22 g) was added. The precipitated crystals were recrystallized from a mixed solvent of isopropanol-ethy... The reactants are CCOC(C)=O, CCOC(=O)C(CCCCCCCCN1C(=O)c2ccccc2C1=O)NC1COc2ccccc2N(CC(=O)OC(C)(C)C)C1=O, Cl. The product is CCOC(=O)C(CCCCCCCCN1C(=O)c2ccccc2C1=O)NC1COc2ccccc2N(CC(=O)O)C1=O, Cl. As a reaction SMILES: [C:47]([O:48][CH2:49][CH3:50])(=[O:51])[CH3:52].[CH2:1]([CH3:2])[O:3][C:4](=[O:5])[CH:6]([CH2:7][CH2:8][CH2:9][CH2:10][CH2:11][CH2:12][CH2:13][CH2:14][N:15]1[C:16](=[O:25])[c:17]2[c:18]([cH:21][cH:22][cH:23][cH:24]2)[C:19]1=[O:20])[NH:26][CH:27]1[CH2:28][O:29][c:30]2[c:31]([cH:43][cH:44][cH:45][cH:46]2)[N:32]([CH2:35][C:36](=[O:37])[O:38][C:39]([CH3:40])([CH3:41])[CH3:42])[C:33]1=[O:34].[ClH:53]>>[CH2:1]([CH3:2])[O:3][C:4](=[O:5])[CH:6]([CH2:7][CH2:8][CH2:9][CH2:10][CH2:11][CH2:12][CH2:13][CH2:14][N:15]1[C:16](=[O:25])[c:17]2[c:18]([cH:21][cH:22][cH:23][cH:24]2)[C:19]1=[O:20])[NH:26][CH:27]1[CH2:28][O:29][c:30]2[c:31]([cH:43][cH:44][cH:45][cH:46]2)[N:32]([CH2:35][C:36](=[O:37])[OH:38])[C:33]1=[O:34].[ClH:53]. Reported procedure: 10 g of (+)-(2S,4S)pentane-2,4-diol and 13.6 g of trimethylphosphite were mixed, and heated at 100° C. on an oil bath. After completion of distilling methanol off, the residue is distilled under reduced pressure to obtain colorless transparent 2-methoxy-(4S,6S)-4,6-dimethyl-1,3,2-dioxaphosphorinane. bp: 70°-72° C./15 mmHg. Reaction conditions: temperature 100 celsius. Yields the product COP1O[C@H](C[C@@H](O1)C)C (2-methoxy-(4S,6S)-4,6-dimethyl-1,3,2-dioxaphosphorinane). Starting materials: C[C@@H](C[C@H](C)O)O ((+)-(2S,4S)pentane-2,4-diol), COP(OC)OC (trimethylphosphite). Reaction SMILES: [CH3:1][C@H:2]([OH:7])[CH2:3][C@@H:4]([OH:6])[CH3:5].[CH3:8][O:9][P:10](OC)OC>>[CH3:8][O:9][P:10]1[O:7][C@@H:2]([CH3:1])[CH2:3][C@H:4]([CH3:5])[O:6]1.